The task is: describe an organic reaction: reactants, conditions, products, and yield. This data is from the Open Reaction Database (ORD), a public repository of structured organic reaction records. Reactants: O=C(OC(Cl)(Cl)Cl)Cl (diphosgene), Cl (hydrogen chloride), COC(C(CCCC)N=[N+]=[N-])=O (2-azidohexanoic acid methyl ester). Reagents/catalysts: [Re](=O)(=O)(=O)[O-].[Na+] (sodium perrhenate). Run in C(C)(=O)OCC (ethyl acetate), C(C)(=O)OCC (ethyl acetate). Conditions: time 1 hour. The product is COC(C(=CCCC)N=C=O)=O (2-isocyanato-2-hexenoic acid methyl ester). As a reaction SMILES: [O:1]=[C:2](Cl)OC(Cl)(Cl)Cl.Cl.[CH3:10][O:11][C:12](=[O:21])[CH:13]([N:18]=[N+]=[N-])[CH2:14][CH2:15][CH2:16][CH3:17]>C(OCC)(=O)C.[Re]([O-])(=O)(=O)=O.[Na+]>[CH3:10][O:11][C:12](=[O:21])[C:13]([N:18]=[C:2]=[O:1])=[CH:14][CH2:15][CH2:16][CH3:17] |f:4.5|. Procedure: 27.3 mg (0.1 mmole) of sodium perrhenate and 1.04 grams (5.25 mmoles) of diphosgene were present at 80° C. in 1 ml of ethyl acetate saturated with hydrogen chloride. Then there were added within 20 minutes with vigorous stirring 1.71 grams (10 mmoles) of 2-azidohexanoic acid methyl ester dissolved in 5 ml of ethyl acetate. The reaction was ended after 1 hour uniform development of gas. The reaction mixture was then filtered with suction over a vacuum frit and the ethyl acetate distilled off unde... Reactants: OC1C(C2=C(OC1(C)C)C=CS2)N2C(CCCC2)=O (5,6-dihydro-6-hydroxy-5,5-dimethyl-7(2-oxopiperidin-1-yl)-7H-thieno[3,2-b]pyran), [N+](=O)(O)[O-] (nitric acid), [K+].[Br-] (KBr). Solvent: C(C)(=O)O (acetic acid). Product: OC1C(C2=C(OC1(C)C)C=C(S2)[N+](=O)[O-])N2C(CCCC2)=O (5.6-Dihydro-6-hydroxy-5.5-dimethyl-2-nitro-7-(2-oxopiperidin-1-yl)-7H-thieno[3.2-b]pyran). As a reaction SMILES: [OH:1][CH:2]1[C:7]([CH3:9])([CH3:8])[O:6][C:5]2[CH:10]=[CH:11][S:12][C:4]=2[CH:3]1[N:13]1[CH2:18][CH2:17][CH2:16][CH2:15][C:14]1=[O:19].[N+:20]([O-])([OH:22])=[O:21].[K+].[Br-]>C(O)(=O)C>[OH:1][CH:2]1[C:7]([CH3:8])([CH3:9])[O:6][C:5]2[CH:10]=[C:11]([N+:20]([O-:22])=[O:21])[S:12][C:4]=2[CH:3]1[N:13]1[CH2:18][CH2:17][CH2:16][CH2:15][C:14]1=[O:19] |f:2.3|. Reported procedure: The title compound was prepared as described in Example 5 starting with 5,6-dihydro-6-hydroxy-5,5-dimethyl-7(2-oxopiperidin-1-yl)-7H-thieno[3,2-b]pyran (1.5 g, 5.33 mmol) and 90% nitric acid (2.5 mL) in acetic acid (25 mL) to give the product, 0.837 g (48%), as a yellow solid: mp 210°-211° C.; IR (KBr): 3231, 1613, 1515 and 1492 cm-1 ; MS: m/z 327 (MH+); 1H NMR (CDCl3): δ 1.32 (s, 3H), 1.51 (s, 3H), 1.84 (m, 4H), 2.55 (m, 2H), 3.20 (m, 2H), 3.84 (d, J=9.5 Hz, 1H), 4.78 (bs, 1H, exchanges with D2... The reactants are Cc1ccnc(C)c1C(O)c1ncc(Cl)cc1[N+](=O)[O-], ClCCl, [Na+], [Na+], [Na+], O=S([O-])([O-])=S, O=C([O-])O. Product: Cc1ccnc(C)c1C(=O)c1ncc(Cl)cc1[N+](=O)[O-]. As a reaction SMILES: [Cl:1][c:2]1[cH:3][c:4]([N+:18](=[O:19])[O-:20])[c:5]([CH:8]([OH:9])[c:10]2[c:11]([CH3:17])[n:12][cH:13][cH:14][c:15]2[CH3:16])[n:6][cH:7]1.[Cl:33][CH2:34][Cl:35].[Na+:21].[Na+:22].[Na+:32].[O-:23][S:24]([O-:25])(=[S:26])=[O:27].[O-:28][C:29]([OH:30])=[O:31]>>[Cl:1][c:2]1[cH:3][c:4]([N+:18](=[O:19])[O-:20])[c:5]([C:8](=[O:9])[c:10]2[c:11]([CH3:17])[n:12][cH:13][cH:14][c:15]2[CH3:16])[n:6][cH:7]1. Reactants: BrC1=C(C=CC=C1)O (2-bromophenol), C(C)(=O)O (acetic acid), [N+](=O)(O)[O-] (nitric acid). Solvent: O (water). Conditions: time 1 hour. Yields the product BrC1=C(C(=CC=C1)[N+](=O)[O-])O (2-bromo-6-nitrophenol). Yield: 34.1%. RXN SMILES: [Br:1][C:2]1[CH:7]=[CH:6][CH:5]=[CH:4][C:3]=1[OH:8].C(O)(=O)C.[N+:13]([O-])([OH:15])=[O:14]>O>[Br:1][C:2]1[CH:7]=[CH:6][CH:5]=[C:4]([N+:13]([O-:15])=[O:14])[C:3]=1[OH:8]. Reported procedure: 51.9 g (0.3 mol) of 2-bromophenol and 300 ml of acetic acid were fed into a 1-liter four-necked flask provided with a reflux condenser, a stirrer and a thermometer. Thereto was dropwise added 29.7 g (0.33 mol) of 70% nitric acid at a temperature of 15° C. or below, with ice-cooling. The reaction mixture was stirred at a temperature of 10° C. or below for 1 hour and poured into 600 ml of water. The mixture was subjected to extraction with 400 ml of ether. The ether layer was washed with 150 ml of... Reactants: CNC, Cc1cccc(C)c1NC(=O)c1ccc(NC(=O)CCl)cc1, C1CCOC1. Yields the product Cc1cccc(C)c1NC(=O)c1ccc(NC(=O)CN(C)C)cc1. RXN SMILES: [CH3:23][NH:24][CH3:25].[Cl:1][CH2:2][C:3](=[O:4])[NH:5][c:6]1[cH:7][cH:8][c:9]([C:10](=[O:11])[NH:12][c:13]2[c:14]([CH3:20])[cH:15][cH:16][cH:17][c:18]2[CH3:19])[cH:21][cH:22]1.[O:26]1[CH2:27][CH2:28][CH2:29][CH2:30]1>>[CH2:2]([C:3](=[O:4])[NH:5][c:6]1[cH:7][cH:8][c:9]([C:10](=[O:11])[NH:12][c:13]2[c:14]([CH3:20])[cH:15][cH:16][cH:17][c:18]2[CH3:19])[cH:21][cH:22]1)[N:24]([CH3:23])[CH3:25].